This data is from the Open Reaction Database (ORD), a public repository of structured organic reaction records. The task is: describe an organic reaction: reactants, conditions, products, and yield Reactants: FC1=CC=C(C=C1)C1=CC(OC2=CC(=CC=C12)NS(=O)(=O)C)(C)C (N-[4-(4-fluorophenyl)-2,2-dimethyl-2H-chromen-7-yl]methanesulfonamide), FC1=CC=C(C=C1)C1=CC(OC2=CC(=CC=C12)NS(=O)(=O)C)(C)C (N-[4-(4-fluorophenyl)-2,2-dimethyl-2H-chromen-7-yl]methanesulfonamide), [H][H] (hydrogen). Reagents/catalysts: [C].[Pd] (Palladium-carbon). Solvent: C(C)O (ethanol). The product is FC1=CC=C(C=C1)C1CC(OC2=CC(=CC=C12)NS(=O)(=O)C)(C)C (N-[4-(4-fluorophenyl)-2,2-dimethyl-3,4-dihydro-2H-chromen-7-yl]methanesulfonamide). RXN SMILES: [F:1][C:2]1[CH:7]=[CH:6][C:5]([C:8]2[C:17]3[C:12](=[CH:13][C:14]([NH:18][S:19]([CH3:22])(=[O:21])=[O:20])=[CH:15][CH:16]=3)[O:11][C:10]([CH3:24])([CH3:23])[CH:9]=2)=[CH:4][CH:3]=1.[H][H]>C(O)C.[C].[Pd]>[F:1][C:2]1[CH:3]=[CH:4][C:5]([CH:8]2[C:17]3[C:12](=[CH:13][C:14]([NH:18][S:19]([CH3:22])(=[O:20])=[O:21])=[CH:15][CH:16]=3)[O:11][C:10]([CH3:24])([CH3:23])[CH2:9]2)=[CH:6][CH:7]=1 |f:3.4|. Procedure details: 10% Palladium-carbon (water-content ca. 50%, 20 mg) was added to a solution of N-[4-(4-fluorophenyl)-2,2-dimethyl-2H-chromen-7-yl]methanesulfonamide (a compound obtained in Example 5, 20 mg) in ethanol (4 mL), and the mixture was stirred under atmospheric pressure of hydrogen at room temperature for 20 hours. The reaction solution was filtered through Celite, and the filtrate was concentrated in vacuo. The resultant residue was purified by column chromatography on silica gel (Solvent: n-hexane/e... Starting materials: ClC=1C=C2C(=C(C=NC2=CN1)C#N)O (6-chloro-4-hydroxy-[1.7]naphthyridine-3-carbonitrile), P(=O)(Cl)(Cl)Cl (phosphorous oxychloride). The product is ClC1=C(C=NC2=CN=C(C=C12)Cl)C#N (4,6-dichloro-[1.7]naphthyridine-3-carbonitrile). As a reaction SMILES: [Cl:1][C:2]1[CH:3]=[C:4]2[C:9](=[CH:10][N:11]=1)[N:8]=[CH:7][C:6]([C:12]#[N:13])=[C:5]2O.P(Cl)(Cl)([Cl:17])=O>>[Cl:17][C:5]1[C:4]2[C:9](=[CH:10][N:11]=[C:2]([Cl:1])[CH:3]=2)[N:8]=[CH:7][C:6]=1[C:12]#[N:13]. Reported procedure: To 650 mg of 6-chloro-4-hydroxy-[1.7]naphthyridine-3-carbonitrile under an inert atmosphere was added 20 mL of phosphorous oxychloride. After two hours at reflux, the excess phosphorous oxychloride was removed in vacuo and ice-water and chloroform were added. Solid potassium carbonate was then added carefully to a pH of about 8. The chloroform layer was washed with brine, dried with sodium sulfate, and stripped to give a crude product. This material was further purified by passing it through a p... As a reaction SMILES: [CH2:23]([CH2:24][O:25][CH3:26])[O:27][CH3:28].[CH3:29][C:30]([CH3:31])([O-:32])[CH3:33].[CH3:35][CH2:36][OH:37].[K+:34].[N:1]12[CH2:2][C:3](=[O:9])[CH:4]([CH2:5][CH2:6]1)[CH2:7][CH2:8]2.[S:10]([c:12]1[cH:13][cH:14][c:15]([CH3:16])[cH:17][cH:18]1)(=[O:19])([CH2:20][N+:21]#[C-:11])=[O:22]>>[N:1]12[CH2:2][CH:3]([C:20]#[N:21])[CH:4]([CH2:5][CH2:6]1)[CH2:7][CH2:8]2. Product: N#CC1CN2CCC1CC2. Reactants: COCCOC, CC(C)(C)[O-], CCO, [K+], O=C1CN2CCC1CC2, [C-]#[N+]CS(=O)(=O)c1ccc(C)cc1. Reactants: COC(C(C(=O)OC)(CC#C)C)=O (2-Methyl-2-(2-propinyl)-malonic acid dimethyl ester), [OH-].[Na+] (NaOH). Run in CO (methanol), O (water). Conditions: temperature 50 celsius. Yields the product CC(C(=O)O)(C(=O)O)CC#C (2-Methyl-2-(2-propinyl)-malonic acid). Reaction SMILES: C[O:2][C:3](=[O:13])[C:4]([CH3:12])([CH2:9][C:10]#[CH:11])[C:5]([O:7]C)=[O:6].[OH-].[Na+]>CO.O>[CH3:12][C:4]([CH2:9][C:10]#[CH:11])([C:3]([OH:13])=[O:2])[C:5]([OH:7])=[O:6] |f:1.2|. Reported procedure: 23.7 g [53] (127 mmol) were dissolved in 200 ml methanol and a solution of 28.3 g (708 mmol) of NaOH in 50 ml water was slowly added dropwise. The mixture was heated to 50° C. in a water bath for two hours, the solvent was removed in a rotary evaporator and the residue was dissolved in water. The mixture was acidified with semi-concentrated hydrochloric acid and the free carboxcylic acid was exacted with chloroform, washed and dried. Reactants: C(Br)(Br)Br (bromoform), [Cl-].[Li+] (Lithium chloride), [OH-].[K+] (potassium hydroxide), O1CCOCC1 (1,4-dioxane), C1=CC2=C(C=C1C=O)OCO2 (Piperonal). The reagents and catalysts are [Br-].C(CCC)[N+](CCCC)(CCCC)CCCC (tetrabutylammonium bromide), S(O)(O)(=O)=O (sulphuric acid). Solvent: CO (methanol), O (Water), O (water). Reaction conditions: time 20 hour. Yields the product O1COC2=C1C=CC(=C2)C(C(=O)OC)O (Methyl 2-(1,3-benzodioxol-5-yl)-2-hydroxyacetate). RXN SMILES: [Cl-].[Li+].[OH-:3].[K+].[CH:5]1[C:10]([CH:11]=[O:12])=[CH:9][C:8]2[O:13][CH2:14][O:15][C:7]=2[CH:6]=1.C(Br)(Br)Br.O1C[CH2:24][O:23][CH2:22]C1>[Br-].C([N+](CCCC)(CCCC)CCCC)CCC.O.CO.S(=O)(=O)(O)O>[O:15]1[C:7]2[CH:6]=[CH:5][C:10]([CH:11]([OH:12])[C:24]([O:23][CH3:22])=[O:3])=[CH:9][C:8]=2[O:13][CH2:14]1 |f:0.1,2.3,7.8|. Reported procedure: Lithium chloride (11.8 g), potassium hydroxide (31.4 g) and tetrabutylammonium bromide (4.5 g) were dissolved in a mixture of 1,4-dioxane (120 ml) and water (120 ml). Piperonal (21 g, 140 mmol) was added to this vigorously stirred ice-cold mixture, and after 10 minutes bromoform (12.2 ml, 140 mmol) was added dropwise over ˜30 minutes. Stirring was continued for 20 hours at ambient temperature. Water (500 ml) was added and the mixture warmed to dissolve the precipitate. After washing with diethyl... The reactants are Cl, Cc1nc2ccccc2n1C1CC2CCC(C1)N2CCC1(c2cccc(F)c2)CCN(C(=O)C(C)(NC(=O)OC(C)(C)C)C(C)C)CC1. Product: Cc1nc2ccccc2n1C1CC2CCC(C1)N2CCC1(c2cccc(F)c2)CCN(C(=O)C(C)(N)C(C)C)CC1. Reaction SMILES: [ClH:49].[F:1][c:2]1[cH:3][c:4]([C:8]2([CH2:29][CH2:30][N:31]3[CH:32]4[CH2:33][CH:34]([n:39]5[c:40]([CH3:48])[n:41][c:42]6[c:43]5[cH:44][cH:45][cH:46][cH:47]6)[CH2:35][CH:36]3[CH2:37][CH2:38]4)[CH2:9][CH2:10][N:11]([C:14](=[O:15])[C:16]([CH:17]([CH3:18])[CH3:19])([CH3:20])[NH:21][C:22](=[O:23])[O:24][C:25]([CH3:26])([CH3:27])[CH3:28])[CH2:12][CH2:13]2)[cH:5][cH:6][cH:7]1>>[F:1][c:2]1[cH:3][c:4]([C:8]2([CH2:29][CH2:30][N:31]3[CH:32]4[CH2:33][CH:34]([n:39]5[c:40]([CH3:48])[n:41][c:42]6[c:43]5[cH:44][cH:45][cH:46][cH:47]6)[CH2:35][CH:36]3[CH2:37][CH2:38]4)[CH2:9][CH2:10][N:11]([C:14](=[O:15])[C:16]([CH:17]([CH3:18])[CH3:19])([CH3:20])[NH2:21])[CH2:12][CH2:13]2)[cH:5][cH:6][cH:7]1. The reactants are CC1=C(C(=O)O)C=CC(=C1)B1OC(C(O1)(C)C)(C)C (2-methyl-4-(4,4,5,5-tetramethyl-1,3,2-dioxaborolan-2-yl)benzoic acid), C(C)N (ethylamine), C(CC)P1(OP(OP(O1)(CCC)=O)(CCC)=O)=O (2,4,6-tripropyl-1,3,5,2,4,6-trioxatriphosphinane 2,4,6-trioxide). Solvent: CN1CCCC1=O (NMP). Conditions: time 2 hour. Yields the product C(C)NC(C1=C(C=C(C=C1)B1OC(C(O1)(C)C)(C)C)C)=O (N-ethyl-2-methyl-4-(4,4,5,5-tetramethyl-1,3,2-dioxaborolan-2-yl)benzamide). As a reaction SMILES: [CH3:1][C:2]1[CH:10]=[C:9]([B:11]2[O:15][C:14]([CH3:17])([CH3:16])[C:13]([CH3:19])([CH3:18])[O:12]2)[CH:8]=[CH:7][C:3]=1[C:4](O)=[O:5].[CH2:20]([NH2:22])[CH3:21].C(P1(=O)OP(=O)(CCC)OP(=O)(CCC)O1)CC>CN1C(=O)CCC1>[CH2:20]([NH:22][C:4](=[O:5])[C:3]1[CH:7]=[CH:8][C:9]([B:11]2[O:12][C:13]([CH3:19])([CH3:18])[C:14]([CH3:16])([CH3:17])[O:15]2)=[CH:10][C:2]=1[CH3:1])[CH3:21]. Procedure details: To a stirred solution of 15 g (57 mmol) 2-methyl-4-(4,4,5,5-tetramethyl-1,3,2-dioxaborolan-2-yl)benzoic acid in NMP (20 mL) were added 85.84 mL (171.68 mmol) ethylamine and 72.8 mL 2,4,6-tripropyl-1,3,5,2,4,6-trioxatriphosphinane 2,4,6-trioxide (114.45 mmol, 2M in THF) and the mixture was stirred for 2 h at rt to give after working up and purification 16.00 g (96.7%) of the title compound. Reaction SMILES: [CH2:1]([S:3][CH2:4][CH2:5][OH:6])[CH3:2].C(SCC[O:12][C:13]1[C:14]([C:18]2[CH:19]=[N:20][CH:21]=[CH:22][CH:23]=2)=[N:15][S:16][N:17]=1)C.[CH3:24]S(O)(=O)=O.[OH-:29].[Na+].[OH2:31]>>[C:5]([OH:6])(=[O:12])[C:4]([OH:31])=[O:29].[CH3:24][N:20]1[CH2:21][CH2:22][CH:23]=[C:18]([C:14]2[C:13]([O:29][CH2:2][CH2:1][S:3]([CH2:4][CH3:5])=[O:31])=[N:17][S:16][N:15]=2)[CH2:19]1 |f:3.4,6.7|. Starting materials: CS(=O)(=O)O (MeSO3H), C(C)SCCO (2-(ethylthio)ethanol), NaIO4, O (water), alcohol, C(C)SCCOC=1C(=NSN1)C=1C=NC=CC1 (3-(4-(2-ethylthio-1-ethoxy)-1,2,5-thiadiazol-3-yl)pyridine), [OH-].[Na+] (NaOH). Product: C(C(=O)O)(=O)O.CN1CC(=CCC1)C=1C(=NSN1)OCCS(=O)CC (1,2,5,6-tetrahydro-1-methyl-3-(3-(2-ethylsulfinyl-1-ethoxy)-1,2,5-thiadiazol-4-yl)pyridine oxalate). Reported procedure: 1,2,5,6-tetrahydro-1-methyl-3-(3-(2-ethylsulfinyl-1-ethoxy)-1,2,5-thiadiazol-4-yl)pyridine oxalate was prepared in the same manner using 2-(ethylthio)ethanol as the starting alcohol. The intermediate 3-(4-(2-ethylthio-1-ethoxy)-1,2,5-thiadiazol-3-yl)pyridine was oxidized with 1.1 equivalent of NaIO4 and 1 equivalent MeSO3H using water as the reaction solvent. After a reaction time of 3.5 h. the solution was made basic with 2N NaOH and extracted with ethyl acetate. The combined extracts were drie...